From a dataset of the Open Reaction Database (ORD), a public repository of structured organic reaction records. describe an organic reaction: reactants, conditions, products, and yield Reactants: ClC=1C(=CC(=C(C(=O)OC(C)(C)C)C1)F)F (tert-butyl 5-chloro-2,4-difluorobenzoate), C([O-])([O-])=O.[K+].[K+] (potassium carbonate), ClC=1C=C(C=CC1Cl)S (3,4-dichlorothiophenol). The solvent is CS(=O)C (DMSO). Conditions: time 18 hour. Yields the product heptanes, ClC=1C(=CC(=C(C(=O)OC(C)(C)C)C1)F)SC1=CC(=C(C=C1)Cl)Cl (tert-butyl 5-chloro-4-(3,4-dichlorophenylthio)-2-fluorobenzoate). Isolated yield 83.4%. Reaction SMILES: [Cl:1][C:2]1[C:3](F)=[CH:4][C:5]([F:15])=[C:6]([CH:14]=1)[C:7]([O:9][C:10]([CH3:13])([CH3:12])[CH3:11])=[O:8].C(=O)([O-])[O-].[K+].[K+].[Cl:23][C:24]1[CH:25]=[C:26]([SH:31])[CH:27]=[CH:28][C:29]=1[Cl:30]>CS(C)=O>[Cl:1][C:2]1[C:3]([S:31][C:26]2[CH:27]=[CH:28][C:29]([Cl:30])=[C:24]([Cl:23])[CH:25]=2)=[CH:4][C:5]([F:15])=[C:6]([CH:14]=1)[C:7]([O:9][C:10]([CH3:13])([CH3:12])[CH3:11])=[O:8] |f:1.2.3|. Procedure details: tert-butyl 5-chloro-2,4-difluorobenzoate (Preparation 160, 416 mg, 1.68 mmol) was added to a mixture of potassium carbonate (694 mg, 5.02 mmol), 3,4-dichlorothiophenol (300 mg, 1.77 mmol) in DMSO (16.7 mL) and the reaction stirred at room temperature for 18 hours. The reaction was quenched by addition of 0.5 N aqueous NaOH (20 mL) and EtOAc (30 mL) and the mixture partitioned. The aqueous was further extracted with EtOAc (3×10 mL), the organics combined, washed with brine (10 mL), dried (MgSO4),... Reactants: C(#N)C1=CC=C(CSCC(=O)O)C=C1 ((4-Cyanobenzylthio)acetic acid), C[Si](C)(C)N=[N+]=[N-] (trimethylsilylazide), C(CCC)[Sn](CCCC)=O (dibutyltin oxide). The solvent is C1(=CC=CC=C1)C (toluene). Conditions: time 6 hour. Product: N1N=NN=C1C1=CC=C(CSCC(=O)O)C=C1 ([4-(1H-tetrazol-5-yl)benzylthio]acetic acid). As a reaction SMILES: [C:1]([C:3]1[CH:14]=[CH:13][C:6]([CH2:7][S:8][CH2:9][C:10]([OH:12])=[O:11])=[CH:5][CH:4]=1)#[N:2].C[Si]([N:19]=[N+:20]=[N-:21])(C)C.C([Sn](=O)CCCC)CCC>C1(C)C=CC=CC=1>[NH:19]1[C:1]([C:3]2[CH:4]=[CH:5][C:6]([CH2:7][S:8][CH2:9][C:10]([OH:12])=[O:11])=[CH:13][CH:14]=2)=[N:2][N:21]=[N:20]1. Reported procedure: (4-Cyanobenzylthio)acetic acid (from Example 3; 207 mg, 1 mmol) was added to a stirred solution of trimethylsilylazide (400 μL, 3 mmol) and dibutyltin oxide (25 mg, 100 μmol) in toluene (0.5 mL) at 110° C. After 6 hours, the reaction was quenched with MeOH (1 mL) and evaporated. The residue was purified by flash chromatography (silica gel; 1000:100:3 to 1000:100:13 CHCl3 /MeOH/HOAc) to give the title compound. Rf (silica; 1000:100:6 CHCl3 /MeOH/HOAc)=0.2 compared to the nitrile starting material... Reactants: Cl.C(C1=CC=CC=C1)OC([C@@H]1NCCC1)=O (D-Proline benzyl ester hydrochloride), [C@H]1(CC[C@@H](CC1)C(=O)O)C(=O)O (cis-cyclohexane-1,4-dicarboxylic acid). Solvent: CCOC(=O)C (EtOAc). Yields the product C(C1=CC=CC=C1)OC(=O)[C@@H]1N(CCC1)C(=O)[C@@H]1CC[C@@H](CC1)C(=O)N1[C@H](CCC1)C(=O)OCC1=CC=CC=C1 ((R)-1-[cis-4-[(R)-2-Benzyloxycarbonyl-pyrrolidine-1-carbonyl]-cyclohexanecarbonyl]-pyrrolidine-2-carboxylic acid benzyl ester). Isolated yield 89.2%. As a reaction SMILES: Cl.[CH2:2]([O:9][C:10](=[O:16])[C@H:11]1[CH2:15][CH2:14][CH2:13][NH:12]1)[C:3]1[CH:8]=[CH:7][CH:6]=[CH:5][CH:4]=1.[C@H:17]1([C:26]([OH:28])=O)[CH2:22][CH2:21][C@@H:20]([C:23]([OH:25])=O)[CH2:19][CH2:18]1>CCOC(C)=O>[CH2:2]([O:9][C:10]([C@H:11]1[CH2:15][CH2:14][CH2:13][N:12]1[C:26]([C@H:17]1[CH2:18][CH2:19][C@@H:20]([C:23]([N:12]2[CH2:13][CH2:14][CH2:15][C@@H:11]2[C:10]([O:9][CH2:2][C:3]2[CH:8]=[CH:7][CH:6]=[CH:5][CH:4]=2)=[O:16])=[O:25])[CH2:21][CH2:22]1)=[O:28])=[O:16])[C:3]1[CH:4]=[CH:5][CH:6]=[CH:7][CH:8]=1 |f:0.1|. Reported procedure: Using General Procedure A with 2.0 g (8.2 mmol) D-Proline benzyl ester hydrochloride and 700 mg (4.1 mmol) cis-cyclohexane-1,4-dicarboxylic acid afforded, after flash chromatography (EtOAc), 2.0 g (91%) of the title compound as a colorless oil. MS m/e (%): 547 (M+H+, 100). The reactants are NC(=O)O, ClCCl, COC(=O)NC1Cc2ccccc2C1OC(C)=O, CCOC(C)=O, O=C(OC(=O)C(F)(F)F)C(F)(F)F, O, O=[N+]([O-])O, O=C(O)C(F)(F)F. Yields the product COC(=O)NC1Cc2ccc([N+](=O)[O-])cc2C1OC(C)=O. RXN SMILES: [C:43](=[O:44])([OH:45])[NH2:46].[CH2:47]([Cl:48])[Cl:49].[CH3:25][O:26][C:27]([NH:28][CH:29]1[CH:30]([O:38][C:39]([CH3:40])=[O:41])[c:31]2[cH:32][cH:33][cH:34][cH:35][c:36]2[CH2:37]1)=[O:42].[CH3:50][CH2:51][O:52][C:53](=[O:54])[CH3:55].[F:12][C:13]([F:14])([F:15])[C:16]([O:17][C:18](=[O:19])[C:20]([F:21])([F:22])[F:23])=[O:24].[OH2:56].[OH:1][N+:2]([O-:3])=[O:4].[OH:5][C:6]([C:7]([F:8])([F:9])[F:10])=[O:11]>>[O-:1][N+:2](=[O:4])[c:33]1[cH:32][c:31]2[c:36]([cH:35][cH:34]1)[CH2:37][CH:29]([NH:28][C:27]([O:26][CH3:25])=[O:42])[CH:30]2[O:38][C:39]([CH3:40])=[O:41]. Reactants: ClC1N(C(C2=CC=CC=C12)=O)C1=NC2=NC(=CC=C2C=C1)Cl (3-chloro-2-(7-chloro-1,8-naphthyridin-2-yl)-1-isoindolinone), O (water), O=C1N(CCCC1)CCC(=O)O (3-(2-oxopiperidino)propionic acid), N12CCCCCC2=NCCC1 (1,8-diazabicyclo [5.4.0]undec-7-ene). Solvent: CN(C=O)C (dimethylformamide). The product is O=C1N(CCCC1)CCC(=O)OC1N(C(C2=CC=CC=C12)=O)C1=NC2=NC(=CC=C2C=C1)Cl (2-(7-Chloro-1,8-naphthridin-2-yl)-3-oxo-1-isoindolinyl 3-(2-oxopiperidino)propionate). The yield is 46.9%. As a reaction SMILES: Cl[CH:2]1[C:10]2[C:5](=[CH:6][CH:7]=[CH:8][CH:9]=2)[C:4](=[O:11])[N:3]1[C:12]1[CH:21]=[CH:20][C:19]2[C:14](=[N:15][C:16]([Cl:22])=[CH:17][CH:18]=2)[N:13]=1.[O:23]=[C:24]1[CH2:29][CH2:28][CH2:27][CH2:26][N:25]1[CH2:30][CH2:31][C:32]([OH:34])=[O:33].N12CCCN=C1CCCCC2.O>CN(C)C=O>[O:23]=[C:24]1[CH2:29][CH2:28][CH2:27][CH2:26][N:25]1[CH2:30][CH2:31][C:32]([O:34][CH:2]1[C:10]2[C:5](=[CH:6][CH:7]=[CH:8][CH:9]=2)[C:4](=[O:11])[N:3]1[C:12]1[CH:21]=[CH:20][C:19]2[C:14](=[N:15][C:16]([Cl:22])=[CH:17][CH:18]=2)[N:13]=1)=[O:33]. Procedure details: The procedure is as in Example 1, but starting with 3-chloro-2-(7-chloro-1,8-naphthyridin-2-yl)-1-isoindolinone (4,3 g) in anhydrous dimethylformamide (40 cc), 3-(2-oxopiperidino)propionic acid (2.2 g) and 1,8-diazabicyclo [5.4.0]undec-7-ene (2 g). After the reaction mixture has been taken up with water, the resulting mixture extracted with methylene chloride and the solvent evaporated, the residue obtained is recrystallized in acetonitrile. The product thereby obtained is purified by chromatogr... The reactants are ClC1=C2NC=NC2=NC=N1 (6-chloropurine), S(=O)(=O)([O-])[O-].[NH4+].[NH4+] (ammonium sulfate), ice, C([O-])(O)=O.[Na+] (sodium bicarbonate), O(S(=O)(=O)C(F)(F)F)[Si](C)(C)C (trimethylsilyl triflate), [Si](C1=CC=CC=C1)(C1=CC=CC=C1)(C(C)(C)C)OC[C@H]1[C@@H]([C@@]([C@@](O)(O1)C(C)=O)(O)C(C)=O)NC(=O)CC1=CC=CC=2C3=CC=CC=C3CC12 (5-O-tert-Butyldiphenylsilyl-3-deoxy-1,2-diacetyl-3-fluorenylmethylcarbonylamino-β-L-ribofuranose). Solvent: C[Si](N[Si](C)(C)C)(C)C (1,1,1,3,3,3-hexamethyldisilazane), C(C)#N (acetonitrile), ClCCl (dichloromethane). Conditions: temperature 0 celsius, time 8 hour. The product is C(C)(=O)O[C@@H]1[C@H](O[C@H]([C@@H]1NC(=O)CC1=CC=CC=2C3=CC=CC=C3CC12)CO[Si](C1=CC=CC=C1)(C1=CC=CC=C1)C(C)(C)C)N1C2=NC=NC(=C2N=C1)Cl (9-(2-O-Acetyl-5-O-tert-butyldiphenylsilyl-3-deoxy-3-fluorenylmethylcarbonylamino-β-L-ribofuranosyl)-6-chloropurine). Yield: 82.0%. As a reaction SMILES: [Cl:1][C:2]1[N:10]=[CH:9][N:8]=[C:7]2[C:3]=1[NH:4][CH:5]=[N:6]2.S([O-])([O-])(=O)=O.[NH4+].[NH4+].[Si:18]([O:35][CH2:36][C@@H:37]1[O:42][C@:40](C(=O)C)(O)[C@@:39](C(=O)C)([OH:46])[C@H:38]1[NH:50][C:51]([CH2:53][C:54]1[C:66]2[CH2:65][C:64]3[C:59](=[CH:60][CH:61]=[CH:62][CH:63]=3)[C:58]=2[CH:57]=[CH:56][CH:55]=1)=[O:52])([C:31]([CH3:34])([CH3:33])[CH3:32])([C:25]1[CH:30]=[CH:29][CH:28]=[CH:27][CH:26]=1)[C:19]1[CH:24]=[CH:23][CH:22]=[CH:21][CH:20]=1.O([Si](C)(C)C)S([C:71](F)(F)F)(=O)=O.[C:79](=[O:82])(O)[O-].[Na+]>C[Si](C)(C)N[Si](C)(C)C.C(#N)C.ClCCl>[C:79]([O:46][C@H:39]1[C@@H:38]([NH:50][C:51]([CH2:53][C:54]2[C:66]3[CH2:65][C:64]4[C:59](=[CH:60][CH:61]=[CH:62][CH:63]=4)[C:58]=3[CH:57]=[CH:56][CH:55]=2)=[O:52])[C@H:37]([CH2:36][O:35][Si:18]([C:31]([CH3:34])([CH3:32])[CH3:33])([C:25]2[CH:26]=[CH:27][CH:28]=[CH:29][CH:30]=2)[C:19]2[CH:24]=[CH:23][CH:22]=[CH:21][CH:20]=2)[O:42][C@@H:40]1[N:6]1[CH:5]=[N:4][C:3]2[C:7]1=[N:8][CH:9]=[N:10][C:2]=2[Cl:1])(=[O:82])[CH3:71] |f:1.2.3,6.7|. Procedure details: A mixture of 6-chloropurine (0.67 g, 4.33 mmol) and ammonium sulfate (30 mg, 0.23 mmol) in 1,1,1,3,3,3-hexamethyldisilazane (30 mL) was refluxed for 3 h, then the solvent was removed in vacuo at 35-40° C. A solution of 6 (1.88 g, 2.71 mmol) in anhydrous acetonitrile (30 mL) was added to the residual solid. The resulting solution was cooled to 0° C. and trimethylsilyl triflate (0.78 mL, 4.31 mmol) was added, and the reaction was stirred at rt overnight. The resulting solution was diluted to 100 m... Reactants: C(#N)[BH3-].[Na+] (sodium cyanoborohydride), N1(CCCC1)CCCC1=CNC2=CC=CC=C12 (3-(3-pyrrolidin-1-yl-propyl)-1H-indole), C(#N)[BH3-].[Na+] (sodium cyanoborohydride). Run in C(C)(=O)O (acetic acid). Reaction conditions: temperature 15 celsius, time 1 hour. Product: N1(CCCC1)CCCC1CNC2=CC=CC=C12 (3-(3-pyrrolidin-1-yl-propyl)-2,3-dihydro-1H-indole). As a reaction SMILES: C([BH3-])#N.[Na+].[N:5]1([CH2:10][CH2:11][CH2:12][C:13]2[C:21]3[C:16](=[CH:17][CH:18]=[CH:19][CH:20]=3)[NH:15][CH:14]=2)[CH2:9][CH2:8][CH2:7][CH2:6]1>C(O)(=O)C>[N:5]1([CH2:10][CH2:11][CH2:12][CH:13]2[C:21]3[C:16](=[CH:17][CH:18]=[CH:19][CH:20]=3)[NH:15][CH2:14]2)[CH2:6][CH2:7][CH2:8][CH2:9]1 |f:0.1|. Reported procedure: At 15° C. 508 mg (8.10 mmol) sodium cyanoborohydride was added to 600 mg (2.63 mmol) 3-(3-pyrrolidin-1-yl-propyl)-1H-indole in 7.50 g acetic acid and the mixture was stirred for 1 h at 15° C. After this time another 600 mg sodium cyanoborohydride were added and the mixture was stirred at 15° C. for 3 h. The reaction mixture was evaporated down using the rotary evaporator and combined with 40 mL of a 4M hydrochloric acid solution. The reaction mixture was stirred for 1h at RT. Then the mixture wa...